Dataset: the Open Reaction Database (ORD), a public repository of structured organic reaction records. Task: describe an organic reaction: reactants, conditions, products, and yield Starting materials: ClC1=CC=C(C=2[C@@H]3[C@@H](NC(C12)=O)CN(C3)C(=O)OC(C)(C)C)CC ((3aR,9bS)-tert-butyl 6-chloro-9-ethyl-5-oxo-3,3a,4,5-tetrahydro-1H-pyrrolo[3,4-c]isoquinoline-2(9bH)-carboxylate), ClC1=CC=C(C=2[C@H]3[C@H](NC(C12)=O)CN(C3)C(=O)OC(C)(C)C)CC ((±)-trans-tert-Butyl 6-chloro-9-ethyl-5-oxo-3,3a,4,5-tetrahydro-1H-pyrrolo[3,4-c]isoquinoline-2(9bH)-carboxylate). Yields the product Cl.ClC1=CC=C(C=2[C@@H]3[C@@H](N(C(C12)=O)C)CNC3)CC ((3aR,9bS)-6-Chloro-9-ethyl-4-methyl-2,3,3a,4-tetrahydro-1H-pyrrolo[3,4-c]isoquinolin-5(9bH)-one hydrochloride). As a reaction SMILES: [Cl:1][C:2]1C2C(=O)N[C@H]3CN(C(OC(C)(C)C)=O)C[C@@H]3C=2C(CC)=CC=1.[Cl:25][C:26]1[C:35]2[C:34](=[O:36])[NH:33][C@@H:32]3[CH2:37][N:38](C(OC(C)(C)C)=O)[CH2:39][C@H:31]3[C:30]=2[C:29]([CH2:47][CH3:48])=[CH:28][CH:27]=1>>[ClH:1].[Cl:25][C:26]1[C:35]2[C:34](=[O:36])[N:33]([CH3:2])[C@H:32]3[CH2:37][NH:38][CH2:39][C@@H:31]3[C:30]=2[C:29]([CH2:47][CH3:48])=[CH:28][CH:27]=1 |f:2.3|. Procedure details: Following the procedures described in Example 15, Part A and Example 45, Part I, (3aR,9bS)-tert-butyl 6-chloro-9-ethyl-5-oxo-3,3a,4,5-tetrahydro-1H-pyrrolo[3,4-c]isoquinoline-2(9bH)-carboxylate, the first eluting compound from Example 56, Part B, was converted into the title compound of Example 58 as an pale yellow solid. 1H NMR (DMSO-D6): δ 9.84 (broad s, 1H), 9.79 (broad s, 1H), 7.33 (d, 1H, J=8.2 Hz), 7.26 (d, 1H, J=8.2 Hz), 3.98-3.92 (m, 1H), 3.78-3.71 (m, 1H), 3.62-3.48 (m, 2H), 3.35-3.20 (... Starting materials: [O-]S(=O)[O-].[Na+].[Na+] (Na2SO3), OO (H2O2), [Li+].[OH-] (LiOH), C(C1=CC=CC=C1)[C@H]1N(C(OC1)=O)C([C@@H](C(C)C)CC1=CC=C2C=NN(C2=C1)CCCOC)=O ((R)-4-benzyl-3-((R)-2-((1-(3-methoxypropyl)-1H-indazol-6-yl)methyl)-3-methylbutanoyl)oxazolidin-2-one). Solvent: C1CCOC1.O (THF H2O). Conditions: time 12 hour. Product: COCCCN1N=CC2=CC=C(C=C12)C[C@@H](C(=O)O)C(C)C ((R)-2-((1-(3-methoxypropyl)-1H-indazol-6-yl)methyl)-3-methylbutanoic acid). The yield is 81.0%. RXN SMILES: C([C@@H]1COC(=O)N1[C:14](=[O:34])[C@H:15]([CH2:19][C:20]1[CH:28]=[C:27]2[C:23]([CH:24]=[N:25][N:26]2[CH2:29][CH2:30][CH2:31][O:32][CH3:33])=[CH:22][CH:21]=1)[CH:16]([CH3:18])[CH3:17])C1C=CC=CC=1.OO.[Li+].[OH-].[O-:39]S([O-])=O.[Na+].[Na+]>C1COCC1.O>[CH3:33][O:32][CH2:31][CH2:30][CH2:29][N:26]1[C:27]2[C:23](=[CH:22][CH:21]=[C:20]([CH2:19][C@H:15]([CH:16]([CH3:17])[CH3:18])[C:14]([OH:34])=[O:39])[CH:28]=2)[CH:24]=[N:25]1 |f:2.3,4.5.6,7.8|. Procedure details: To a solution of (R)-4-benzyl-3-((R)-2-((1-(3-methoxypropyl)-1H-indazol-6-yl)methyl)-3-methylbutanoyl)oxazolidin-2-one (230 mg, 0.5 mmol) in 3:1 THF/H2O (8 mL) cooled in an ice-water bath, were added 30% aq H2O2 (0.5 mL, 3.5 mmol) and LiOH (60 mg, 1.1 mmol). The mixture was stirred at rt for 12 h. The mixture was cooled to 0° C. and 10% aq Na2SO3 (5 mL) was added dropwise. The solvent was removed in vacuo and the aqueous phase was washed with Et2O. The pH of the aqueous layer was adjusted to 3 b... The reactants are C=C(C(C(C(=C)O)O)O)O (1,2:5,6-dianhydro-D-mannitol), CC(C)(C)[O-].[K+].C1CCOC1 (t-BuOK THF), CO (methanol), C(=O)=O (dry ice). The solvent is C1CCOC1 (THF). Reaction conditions: time 30 hour. The product is C([C@@H](O)[C@@H](O)[C@H](O)[C@H]1CO1)O (5.6-anhydro-D-mannitol). The yield is 17.0%. As a reaction SMILES: [CH2:1]=[C:2]([OH:10])[CH:3]([OH:9])[CH:4]([OH:8])[C:5]([OH:7])=[CH2:6].CC([O-:15])(C)C.[K+].C1COCC1.CO.C(=O)=O>C1COCC1>[CH2:6]([OH:15])[C@H:5]([C@H:4]([C@@H:3]([C@@H:2]1[O:10][CH2:1]1)[OH:9])[OH:8])[OH:7] |f:1.2.3|. Reported procedure: To a solution of 1,2:5,6-dianhydro-D-mannitol (0.50 g) in dry THF (3.4 mL) was added t-BuOK/THF solution (0.17 mL, 1.0 mol·L−1) under a nitrogen atmosphere. After 30 hours, the reaction mixture was poured into a large amount of methanol and neutralized with aqueous dry ice. The solvent was evaporated, and the residue was purified using a permeable membrane in water to give the polymer 0.085 g (17.0% yield); a specific rotation+19.6f (c 1.0, H2O, 23 fC). The Mw,SEC and Mw/Mn were 1,600 and 5.07, ... The reactants are [Al+3], CCOCC, Cl, [H-], [H-], [H-], [H-], [Li+], CC(C)(C)OC(=O)N1CCC(Cc2cccc(-c3cccc(CN)c3)c2)CC1. The product is CN1CCC(Cc2cccc(-c3cccc(CN)c3)c2)CC1. Reaction SMILES: [Al+3:31].[CH3:36][CH2:37][O:38][CH2:39][CH3:40].[ClH:1].[H-:30].[H-:33].[H-:34].[H-:35].[Li+:32].[NH2:2][CH2:3][c:4]1[cH:5][c:6](-[c:10]2[cH:11][c:12]([CH2:16][CH:17]3[CH2:18][CH2:19][N:20]([C:23]([O:24][C:25]([CH3:26])([CH3:27])[CH3:28])=[O:29])[CH2:21][CH2:22]3)[cH:13][cH:14][cH:15]2)[cH:7][cH:8][cH:9]1>>[NH2:2][CH2:3][c:4]1[cH:5][c:6](-[c:10]2[cH:11][c:12]([CH2:16][CH:17]3[CH2:18][CH2:19][N:20]([CH3:23])[CH2:21][CH2:22]3)[cH:13][cH:14][cH:15]2)[cH:7][cH:8][cH:9]1. RXN SMILES: [CH2:29]([Sn:30]([CH2:31][CH2:32][CH2:33][CH3:34])([CH2:35][CH2:36][CH2:37][CH3:38])[c:39]1[s:40][cH:41][cH:42][cH:43]1)[CH2:44][CH2:45][CH3:46].[CH:12](=[O:13])[c:14]1[cH:15][cH:16][c:17](-[c:19]2[c:20]([CH3:28])[n:21][c:22]([NH:24][C:25]([CH3:26])=[O:27])[s:23]2)[s:18]1.[I:1][c:2]1[s:3][c:4]([NH:5][C:6](=[O:7])[CH3:8])[n:9][c:10]1[CH3:11].[O:47]=[CH:48][N:49]([CH3:50])[CH3:51]>>[cH:14]1[cH:15][cH:16][c:17](-[c:19]2[c:20]([CH3:28])[n:21][c:22]([NH:24][C:25]([CH3:26])=[O:27])[s:23]2)[s:18]1. Product: CC(=O)Nc1nc(C)c(-c2cccs2)s1. The reactants are CCCC[Sn](CCCC)(CCCC)c1cccs1, CC(=O)Nc1nc(C)c(-c2ccc(C=O)s2)s1, CC(=O)Nc1nc(C)c(I)s1, CN(C)C=O. Reactants: ClCCl, COCOc1ccc(C(c2ccc(OCOC)cc2)c2c(C(=O)O)n(CCN(C)C)c3ccccc23)cc1, CCN=C=NCCCN(C)C, CN(C)CCN, Cl, O. Product: COCOc1ccc(C(c2ccc(OCOC)cc2)c2c(C(=O)NCCN(C)C)n(CCN(C)C)c3ccccc23)cc1. RXN SMILES: [CH2:58]([Cl:59])[Cl:60].[CH3:13][O:14][CH2:15][O:16][c:17]1[cH:18][cH:19][c:20]([CH:23]([c:24]2[c:25]([C:38](=[O:39])[OH:40])[n:26]([CH2:33][CH2:34][N:35]([CH3:36])[CH3:37])[c:27]3[cH:28][cH:29][cH:30][cH:31][c:32]23)[c:41]2[cH:42][cH:43][c:44]([O:47][CH2:48][O:49][CH3:50])[cH:45][cH:46]2)[cH:21][cH:22]1.[CH3:2][N:3]([CH3:4])[CH2:5][CH2:6][CH2:7][N:8]=[C:9]=[N:10][CH2:11][CH3:12].[CH3:51][N:52]([CH2:53][CH2:54][NH2:55])[CH3:56].[ClH:1].[OH2:57]>>[CH3:13][O:14][CH2:15][O:16][c:17]1[cH:18][cH:19][c:20]([CH:23]([c:24]2[c:25]([C:38](=[O:40])[NH:55][CH2:54][CH2:53][N:52]([CH3:51])[CH3:56])[n:26]([CH2:33][CH2:34][N:35]([CH3:36])[CH3:37])[c:27]3[cH:28][cH:29][cH:30][cH:31][c:32]23)[c:41]2[cH:42][cH:43][c:44]([O:47][CH2:48][O:49][CH3:50])[cH:45][cH:46]2)[cH:21][cH:22]1. Starting materials: COC(=O)C1CN(CCC1NS(=O)(=O)C1=CC=C(C=C1)OCC1=CC(=NC2=CC=CC=C12)C)C(=O)OC(C)(C)C (4-[4-(2-methyl-quinolin-4-ylmethoxy)-benzenesulfonylamino]-piperidine-1,3-dicarboxylic acid 1-tert-butyl ester 3-methyl ester), [OH-].[Li+] (lithium hydroxide). The solvent is C1CCOC1.CO.O (THF methanol water). Yields the product C(C)(C)(C)OC(=O)N1CC(C(CC1)NS(=O)(=O)C1=CC=C(C=C1)OCC1=CC(=NC2=CC=CC=C12)C)C(=O)O (4-[4-(2-methyl-quinolin-4-ylmethoxy)-benzenesulfonylamino]-piperidine-1,3-dicarboxylic acid 1-tert-butyl ester), crude solid. Yield: 58.0%. Reaction SMILES: C[O:2][C:3]([CH:5]1[CH:10]([NH:11][S:12]([C:15]2[CH:20]=[CH:19][C:18]([O:21][CH2:22][C:23]3[C:32]4[C:27](=[CH:28][CH:29]=[CH:30][CH:31]=4)[N:26]=[C:25]([CH3:33])[CH:24]=3)=[CH:17][CH:16]=2)(=[O:14])=[O:13])[CH2:9][CH2:8][N:7]([C:34]([O:36][C:37]([CH3:40])([CH3:39])[CH3:38])=[O:35])[CH2:6]1)=[O:4].[OH-].[Li+]>C1COCC1.CO.O>[C:37]([O:36][C:34]([N:7]1[CH2:8][CH2:9][CH:10]([NH:11][S:12]([C:15]2[CH:16]=[CH:17][C:18]([O:21][CH2:22][C:23]3[C:32]4[C:27](=[CH:28][CH:29]=[CH:30][CH:31]=4)[N:26]=[C:25]([CH3:33])[CH:24]=3)=[CH:19][CH:20]=2)(=[O:13])=[O:14])[CH:5]([C:3]([OH:4])=[O:2])[CH2:6]1)=[O:35])([CH3:40])([CH3:38])[CH3:39] |f:1.2,3.4.5|. Procedure: A solution of 4-[4-(2-methyl-quinolin-4-ylmethoxy)-benzenesulfonylamino]-piperidine-1,3-dicarboxylic acid 1-tert-butyl ester 3-methyl ester (0.3 g, 0.525 mmol) and lithium hydroxide (0.1 g, 4.2 mmol) in THF:methanol:water (2.5: 1.5:1.5 mL) was stirred at 25° C. for 19 h. The solution was concentrated in vacuo to provide 4-[4-(2-methyl-quinolin-4-ylmethoxy)-benzenesulfonylamino]-piperidine-1,3-dicarboxylic acid 1-tert-butyl ester as a crude solid (0.170 g, 58%). MS: 557 (M+H)+ Reactants: Cl.C(C1=CC=CC=C1)NCCCl (N-Benzyl-N-(2-chloroethyl)amine hydrochloride), NC1=CC=CC=C1 (aniline). Run in C1(=CC=CC=C1)C (toluene). The product is Cl.C(C1=CC=CC=C1)NCCNC1=CC=CC=C1 (N-Benzyl-N'-phenyl-1,2-diaminoethane hydrochloride). As a reaction SMILES: Cl.[CH2:2]([NH:9][CH2:10][CH2:11][Cl:12])[C:3]1[CH:8]=[CH:7][CH:6]=[CH:5][CH:4]=1.[NH2:13][C:14]1[CH:19]=[CH:18][CH:17]=[CH:16][CH:15]=1>C1(C)C=CC=CC=1>[ClH:12].[CH2:2]([NH:9][CH2:10][CH2:11][NH:13][C:14]1[CH:19]=[CH:18][CH:17]=[CH:16][CH:15]=1)[C:3]1[CH:8]=[CH:7][CH:6]=[CH:5][CH:4]=1 |f:0.1,4.5|. Procedure details: A solution of 13 (8.618 g, 42.0 mmol) and aniline (11.75 g, 126 mmol) in toluene (40 niL) was heated to 130° C. (1.5 h). The mixture was triturated with dichloromethane (200 mL) and filtered. Recrystallization from ethanol (220 mL) afforded the title compound 14 as white crystals. Reactants: [Li]C(C)(C)C (tert-BuLi), N1(N=NC=C1)C1=CC=C(C#N)C=C1 (4-[1,2,3]Triazol-1-yl-benzonitrile), [Sn](CCCC)(CCCC)(CCCC)Cl (Bu3SnCl). The solvent is C1CCOC1 (THF). Reaction conditions: temperature -78 celsius, time 15 minute. Yields the product C(CCC)[Sn](C1=CN=NN1C1=CC=C(C#N)C=C1)(CCCC)CCCC (4-(5-Tributylstannanyl-[1,2,3]-triazol-1-yl)-benzonitrile). Yield: 43.6%. Reaction SMILES: [N:1]1([C:6]2[CH:13]=[CH:12][C:9]([C:10]#[N:11])=[CH:8][CH:7]=2)[CH:5]=[CH:4][N:3]=[N:2]1.[Li]C(C)(C)C.[Sn:19](Cl)([CH2:28][CH2:29][CH2:30][CH3:31])([CH2:24][CH2:25][CH2:26][CH3:27])[CH2:20][CH2:21][CH2:22][CH3:23]>C1COCC1>[CH2:28]([Sn:19]([CH2:20][CH2:21][CH2:22][CH3:23])([CH2:24][CH2:25][CH2:26][CH3:27])[C:5]1[N:1]([C:6]2[CH:7]=[CH:8][C:9]([C:10]#[N:11])=[CH:12][CH:13]=2)[N:2]=[N:3][CH:4]=1)[CH2:29][CH2:30][CH3:31]. Procedure: 4-[1,2,3]Triazol-1-yl-benzonitrile (0.105 g, 0.6 mmol) and dry THF (6 ml) and a magnetic stirrer were placed in a flask. The flask was flushed with argon and kept under an inert atmosphere and cooled to −78° C. At this temperature, tert-BuLi (0.36 ml, 1.7M, 0.6 mmol) was added dropwise during 1-2 minutes. The mixture was stirred at this temperature for 15 minutes and Bu3SnCl (0.19 g, 0.6 mmol) was added during 1 minute, and the mixture was then allowed to slowly reach RT. The crude mixture was d...